From a dataset of the Open Reaction Database (ORD), a public repository of structured organic reaction records. describe an organic reaction: reactants, conditions, products, and yield Reactants: CC(C)(C)OC(=O)C=P(c1ccccc1)(c1ccccc1)c1ccccc1, O=C1CCn2c1cc1cc(OCc3ccccc3)ccc12, Cc1ccccc1. Yields the product CC(C)(C)OC(=O)C=C1CCn2c1cc1cc(OCc3ccccc3)ccc12. As a reaction SMILES: [C:22]([CH3:23])([CH3:24])([CH3:25])[O:26][C:27](=[O:28])[CH:29]=[P:30]([c:31]1[cH:32][cH:33][cH:34][cH:35][cH:36]1)([c:37]1[cH:38][cH:39][cH:40][cH:41][cH:42]1)[c:43]1[cH:44][cH:45][cH:46][cH:47][cH:48]1.[CH2:1]([c:2]1[cH:3][cH:4][cH:5][cH:6][cH:7]1)[O:8][c:9]1[cH:10][c:11]2[cH:12][c:13]3[n:14]([c:15]2[cH:16][cH:17]1)[CH2:18][CH2:19][C:20]3=[O:21].[CH3:49][c:50]1[cH:51][cH:52][cH:53][cH:54][cH:55]1>>[CH2:1]([c:2]1[cH:3][cH:4][cH:5][cH:6][cH:7]1)[O:8][c:9]1[cH:10][c:11]2[cH:12][c:13]3[n:14]([c:15]2[cH:16][cH:17]1)[CH2:18][CH2:19][C:20]3=[CH:29][C:27]([O:26][C:22]([CH3:23])([CH3:24])[CH3:25])=[O:28]. Reactants: C(#N)C1=CC=C(C=C1)S(=O)(=O)NC=1SC=CN1 (4-cyano-N-thiazol-2-yl-benzenesulfonamide), C([O-])([O-])=O.[K+].[K+] (potassium carbonate), ClCOC (chloro-methoxy-methane). The solvent is O (water), CN(C)C=O (DMF). Conditions: time 4 hour. Yields the product C(#N)C1=CC=C(C=C1)S(=O)(=O)N(C=1SC=CN1)COC (4-cyano-N-methoxymethyl-N-thiazol-2-yl-benzenesulfonamide). Yield: 82.0%. As a reaction SMILES: [C:1]([C:3]1[CH:8]=[CH:7][C:6]([S:9]([NH:12][C:13]2[S:14][CH:15]=[CH:16][N:17]=2)(=[O:11])=[O:10])=[CH:5][CH:4]=1)#[N:2].C(=O)([O-])[O-].[K+].[K+].Cl[CH2:25][O:26][CH3:27]>CN(C=O)C.O>[C:1]([C:3]1[CH:8]=[CH:7][C:6]([S:9]([N:12]([CH2:25][O:26][CH3:27])[C:13]2[S:14][CH:15]=[CH:16][N:17]=2)(=[O:11])=[O:10])=[CH:5][CH:4]=1)#[N:2] |f:1.2.3|. Reported procedure: To a suspension of 4-cyano-N-thiazol-2-yl-benzenesulfonamide (10 mmol) and potassium carbonate (15 mmol) in DMF (30 mL) was added chloro-methoxy-methane (10 mmol) and the mixture was stirred for 4 h. The reaction mixture was diluted with water (30 mL) and the resulting mixture was extracted with ethyl acetate. The organic phase was washed with brine, dried over MgSO4, and concentrated in vacuo. The crude product was purified by column chromatography to give 4-cyano-N-methoxymethyl-N-thiazol-2-yl... Reported procedure: To a solution of oxetan-3-ol (0.04 ml, 0.61 mmol) in DMF (5 ml) at 0° C. was added cesium carbonate (499.75 mg, 1.53 mmol) followed by 4-[6-bromo-2-(trichloromethyl)-1,3-benzodiazol-1-yl]pyrimidin-2-amine (250 mg, 0.61 mmol). The reaction was stirred at RT overnight, then re-charged with oxetan-3-ol (3 eq) and stirred for a total of 5 days at RT. Water was added (15 ml) to the combined reaction mixtures and the product extracted into DCM (2×30 ml). The combined organic extracts were washed with ... Starting materials: O1CC(C1)O (oxetan-3-ol), O (Water), O1CC(C1)O (oxetan-3-ol), C([O-])([O-])=O.[Cs+].[Cs+] (cesium carbonate), BrC=1C=CC2=C(N(C(=N2)C(Cl)(Cl)Cl)C2=NC(=NC=C2)N)C1 (4-[6-bromo-2-(trichloromethyl)-1,3-benzodiazol-1-yl]pyrimidin-2-amine). The solvent is CN(C)C=O (DMF). As a reaction SMILES: [O:1]1[CH2:4][CH:3]([OH:5])[CH2:2]1.C(=O)([O-])[O-].[Cs+].[Cs+].[Br:12][C:13]1[CH:14]=[CH:15][C:16]2[N:20]=[C:19](C(Cl)(Cl)Cl)[N:18]([C:25]3[CH:30]=[CH:29][N:28]=[C:27]([NH2:31])[N:26]=3)[C:17]=2[CH:32]=1.O>CN(C=O)C>[Br:12][C:13]1[CH:14]=[CH:15][C:16]2[N:20]=[C:19]([O:5][CH:3]3[CH2:4][O:1][CH2:2]3)[N:18]([C:25]3[CH:30]=[CH:29][N:28]=[C:27]([NH2:31])[N:26]=3)[C:17]=2[CH:32]=1 |f:1.2.3|. Reaction conditions: time 8 hour. The product is BrC=1C=CC2=C(N(C(=N2)OC2COC2)C2=NC(=NC=C2)N)C1 (4-[6-bromo-2-(oxetan-3-yloxy)-1,3-benzodiazol-1-yl]pyrimidin-2-amine). The reactants are ClCCCl, O=C([O-])CCC(=O)C(=O)OCc1ccc([N+](=O)[O-])cc1, O=S(Cl)Cl. Product: O=C1CCC(Cl)(C(=O)OCc2ccc([N+](=O)[O-])cc2)O1. As a reaction SMILES: [Cl:25][CH2:26][CH2:27][Cl:28].[O:1]=[C:2]([C:3](=[O:4])[O:5][CH2:6][c:7]1[cH:8][cH:9][c:10]([N+:13](=[O:14])[O-:15])[cH:11][cH:12]1)[CH2:16][CH2:17][C:18](=[O:19])[O-:20].[S:21]([Cl:22])([Cl:23])=[O:24]>>[C:2]1([C:3](=[O:4])[O:5][CH2:6][c:7]2[cH:8][cH:9][c:10]([N+:13](=[O:14])[O-:15])[cH:11][cH:12]2)([Cl:23])[CH2:16][CH2:17][C:18](=[O:19])[O:20]1. Reactants: C(=O)(C(F)(F)F)O (TFA), C(C)(C)(C)OC(NC1=C(C=C(C(=C1)N(CCC)C)Cl)N)=O ([2-amino-4-chloro-5-(methyl-propyl-amino)-phenyl]-carbamic acid tert-butyl ester), C(C)(C)(C)OC(CC(C1=CC(=CC=C1)C=1N=C(OC1)C)=O)=O (3-oxo-3-[3-(2-methyl-oxazol-4-yl)-phenyl]-propionic acid tert-butyl ester). Run in C(Cl)Cl (CH2Cl2). The product is ClC=1C(=CC2=C(NC(CC(=N2)C2=CC(=CC=C2)C=2N=C(OC2)C)=O)C1)N(CCC)C (8-Chloro-4-[3-(2-methyl-oxazol-4-yl)-phenyl]-7-(methyl-propyl-amino)-1,3-dihydro-benzo[b][1,4]diazepin-2-one), solid. Reaction SMILES: C(OC(=O)[NH:7][C:8]1[CH:13]=[C:12]([N:14]([CH3:18])[CH2:15][CH2:16][CH3:17])[C:11]([Cl:19])=[CH:10][C:9]=1[NH2:20])(C)(C)C.C(O[C:27](=[O:43])[CH2:28][C:29](=O)[C:30]1[CH:35]=[CH:34][CH:33]=[C:32]([C:36]2[N:37]=[C:38]([CH3:41])[O:39][CH:40]=2)[CH:31]=1)(C)(C)C.C(O)(C(F)(F)F)=O>C(Cl)Cl>[Cl:19][C:11]1[C:12]([N:14]([CH3:18])[CH2:15][CH2:16][CH3:17])=[CH:13][C:8]2[N:7]=[C:29]([C:30]3[CH:35]=[CH:34][CH:33]=[C:32]([C:36]4[N:37]=[C:38]([CH3:41])[O:39][CH:40]=4)[CH:31]=3)[CH2:28][C:27](=[O:43])[NH:20][C:9]=2[CH:10]=1. Reported procedure: The title compound was prepared from [2-amino-4-chloro-5-(methyl-propyl-amino)-phenyl]-carbamic acid tert-butyl ester (0.16 g) (Example J8) and 3-oxo-3-[3-(2-methyl-oxazol-4-yl)-phenyl]-propionic acid tert-butyl ester (0.17 g) (Example K29) according to the general procedure M. The obtained material was deprotected and cyclized by treatment with TFA in CH2Cl2 according to the general procedure N. Obtained as a yellow solid (0.07 g). Starting materials: O (water), FC1=C(C=CC=C1)N1N=NC(=C1C=1N=CNC1)C (1-(2-fluorophenyl)-5-(1H-imidazol-4-yl)-4-methyl-1H-1,2,3-triazole), FC1=CC=C(C(=O)OC)C=C1 (methyl 4-fluorobenzoate), C([O-])([O-])=O.[K+].[K+] (potassium carbonate). Run in CN(C)C=O (DMF). Reaction conditions: temperature 120 celsius. Yields the product FC1=C(C=CC=C1)N1N=NC(=C1C=1N=CN(C1)C1=CC=C(C(=O)OC)C=C1)C (Methyl 4-(4-(1-(2-fluorophenyl)-4-methyl-1H-1,2,3-triazol-5-yl)-1H-imidazol-1-yl)benzoate). Yield: 1.8%. Reaction SMILES: [F:1][C:2]1[CH:7]=[CH:6][CH:5]=[CH:4][C:3]=1[N:8]1[C:12]([C:13]2[N:14]=[CH:15][NH:16][CH:17]=2)=[C:11]([CH3:18])[N:10]=[N:9]1.F[C:20]1[CH:29]=[CH:28][C:23]([C:24]([O:26][CH3:27])=[O:25])=[CH:22][CH:21]=1.C(=O)([O-])[O-].[K+].[K+].O>CN(C=O)C>[F:1][C:2]1[CH:7]=[CH:6][CH:5]=[CH:4][C:3]=1[N:8]1[C:12]([C:13]2[N:14]=[CH:15][N:16]([C:20]3[CH:29]=[CH:28][C:23]([C:24]([O:26][CH3:27])=[O:25])=[CH:22][CH:21]=3)[CH:17]=2)=[C:11]([CH3:18])[N:10]=[N:9]1 |f:2.3.4|. Procedure: A mixture of 1-(2-fluorophenyl)-5-(1H-imidazol-4-yl)-4-methyl-1H-1,2,3-triazole (290 mg, 1.19 mmol), methyl 4-fluorobenzoate (184 mg, 1.19 mmol) and potassium carbonate (330 mg, 2.38 mmol) in DMF (6.0 mL) was stirred under Ar in a sealed flask and heated at 120° C. for 2 h. After cooling to room temperature the mixture was poured into water and extracted with ethyl acetate and the combined extracts washed with water, brine, dried over sodium sulphate, filtered and evaporated. Purification by chr... The reactants are [H-].C(C(C)C)[Al+]CC(C)C (diisobutylaluminum hydride), C(C)OC(\C=C(/C)\C1=C(C(=CC(=C1)C(C)(C)C)C(C)(C)C)OCCCC)=O ((E)-3-(3,5-di-tert.-butyl-2-butyloxyphenyl)-butenoic acid ethyl ester), [C@@H]([C@H](C(=O)[O-])O)(C(=O)[O-])O.[Na+].[K+] (Rochelle salt). Procedure: 0.9 g of (E)-3-(3,5-di-tert.-butyl-2-butyloxyphenyl)-butenoic acid ethyl ester was dissolved in 20 ml of dry ether. This was cooled to −78° C. and treated with 6.0 ml of diisobutylaluminum hydride (1.0M in hexane). The temperature was allowed to warm to 0° C. and was then treated with 20% aqueous Rochelle salt. This was stirred at 25° C. for 1 hr. The organic fraction was separated, washed with water, dried (Na2SO4), and had solvent removed to give 0.78 g of (Z)-3-(3,5-di-tert.-butyl-2-butyloxyp... Yields the product C(C)(C)(C)C=1C(=C(C=C(C1)C(C)(C)C)C(\C=C/O)C)OCCCC ((Z)-3-(3,5-di-tert.-butyl-2-butyloxyphenyl)-buten-1-ol). Run in CCOCC (ether). RXN SMILES: C([O:3][C:4](=O)/[CH:5]=[C:6](/[C:8]1[CH:13]=[C:12]([C:14]([CH3:17])([CH3:16])[CH3:15])[CH:11]=[C:10]([C:18]([CH3:21])([CH3:20])[CH3:19])[C:9]=1[O:22][CH2:23][CH2:24][CH2:25][CH3:26])\[CH3:7])C.[H-].C([Al+]CC(C)C)C(C)C.[C@H](O)(C([O-])=O)[C@@H](O)C([O-])=O.[Na+].[K+]>CCOCC>[C:18]([C:10]1[C:9]([O:22][CH2:23][CH2:24][CH2:25][CH3:26])=[C:8]([CH:6]([CH3:7])/[CH:5]=[CH:4]\[OH:3])[CH:13]=[C:12]([C:14]([CH3:15])([CH3:16])[CH3:17])[CH:11]=1)([CH3:19])([CH3:20])[CH3:21] |f:1.2,3.4.5|. Reaction conditions: temperature -78 celsius, time 1 hour. Isolated yield 97.6%. Starting materials: C(C=C)(=O)OCCCCCCCCCCCC (lauryl acrylate), C(C=C)(=O)N (acrylamide). Reagents/catalysts: azoisobutyronitrile. Solvent: CO (methanol), CO (methanol). Reaction conditions: temperature 60 celsius. Yields the product C(C=C)(=O)N.C(C=C)(=O)OCCCCCCCCCCCC (Acrylamide lauryl acrylate). Reaction SMILES: [C:1]([O:5][CH2:6][CH2:7][CH2:8][CH2:9][CH2:10][CH2:11][CH2:12][CH2:13][CH2:14][CH2:15][CH2:16][CH3:17])(=[O:4])[CH:2]=[CH2:3].[C:18]([NH2:22])(=[O:21])[CH:19]=[CH2:20]>CO>[C:18]([NH2:22])(=[O:21])[CH:19]=[CH2:20].[C:1]([O:5][CH2:6][CH2:7][CH2:8][CH2:9][CH2:10][CH2:11][CH2:12][CH2:13][CH2:14][CH2:15][CH2:16][CH3:17])(=[O:4])[CH:2]=[CH2:3] |f:3.4|. Reported procedure: 179.75 gm (0.75 mol) of lauryl acrylate were dissolved in 1610 gm of methanol. To this were added 2 gm of azoisobutyronitrile as catalyst. The solution was heated then to 60° C and maintained at that temperature for 6 hours with agitation. During the first two hours of heating, 17.75 gm (0.25 mol) of acrylamide dissolved in 160 gm of methanol were slowly added drop by drop. The copolymer precipitated during the course of the reaction. After the reaction was complete, the solvent was decanted off... Starting materials: C(CCCCCCC)OC1=CC=C(C=C1)C1=CC=C(C=C1)CO (4'-octyloxy-4-hydroxymethyl-biphenyl), S(=O)(Cl)Cl (thionyl chloride), ice water. The solvent is C1(=CC=CC=C1)C (toluene). Run at temperature 70 celsius, time 8 hour. Yields the product C(CCCCCCC)OC1=CC=C(C=C1)C1=CC=C(C=C1)CCl (4'-octyloxy-4-chloromethyl-biphenyl). As a reaction SMILES: [CH2:1]([O:9][C:10]1[CH:15]=[CH:14][C:13]([C:16]2[CH:21]=[CH:20][C:19]([CH2:22]O)=[CH:18][CH:17]=2)=[CH:12][CH:11]=1)[CH2:2][CH2:3][CH2:4][CH2:5][CH2:6][CH2:7][CH3:8].S(Cl)([Cl:26])=O>C1(C)C=CC=CC=1>[CH2:1]([O:9][C:10]1[CH:15]=[CH:14][C:13]([C:16]2[CH:21]=[CH:20][C:19]([CH2:22][Cl:26])=[CH:18][CH:17]=2)=[CH:12][CH:11]=1)[CH2:2][CH2:3][CH2:4][CH2:5][CH2:6][CH2:7][CH3:8]. Reported procedure: A mixture of 30 g of 4'-octyloxy-4-formylbiphenyl, 2.0 g of sodium borohydride and 300 ml of isopropanol was stirred on a water bath maintained at 70° C. for 3 hours. 20 ml of 6 N hydrochloric acid and 10 ml of water were added, and the resulting mixture was stirred for 2 hours. The reaction mixture was allowed to cool and filtered to collect solids. These solids were recrystallized from 300 ml of ethanol to obtain 30 g of 4'-octyloxy-4-hydroxymethyl-biphenyl. The total of 4'-octyloxy-4-hydroxym... The reactants are C[Si](C)(C)CCOCCl, [H-], Ic1cccc2[nH]cnc12, [Na+], CN(C)C=O, O. Yields the product C[Si](C)(C)CCOCn1cnc2c(I)cccc21. Reaction SMILES: [CH3:13][Si:14]([CH2:15][CH2:16][O:17][CH2:18][Cl:19])([CH3:20])[CH3:21].[H-:11].[I:1][c:2]1[cH:3][cH:4][cH:5][c:6]2[nH:7][cH:8][n:9][c:10]12.[Na+:12].[O:23]=[CH:24][N:25]([CH3:26])[CH3:27].[OH2:22]>>[I:1][c:2]1[cH:3][cH:4][cH:5][c:6]2[n:7]([CH2:18][O:17][CH2:16][CH2:15][Si:14]([CH3:13])([CH3:20])[CH3:21])[cH:8][n:9][c:10]12.